Dataset: the Open Reaction Database (ORD), a public repository of structured organic reaction records. Task: describe an organic reaction: reactants, conditions, products, and yield Starting materials: COC(=O)c1cccc2[nH]c3c(c12)C(=O)CCC3, CCOC(C)=O, Fc1ccccc1CBr, CN(C)C=O. Product: COC(=O)c1cccc2c1c1c(n2Cc2ccccc2F)CCCC1=O. RXN SMILES: [C:1](=[O:2])([O:3][CH3:4])[c:5]1[c:6]2[c:7]3[c:12]([nH:13][c:14]2[cH:15][cH:16][cH:17]1)[CH2:11][CH2:10][CH2:9][C:8]3=[O:18].[CH3:33][CH2:34][O:35][C:36](=[O:37])[CH3:38].[F:19][c:20]1[c:21]([CH2:22][Br:23])[cH:24][cH:25][cH:26][cH:27]1.[O:28]=[CH:29][N:30]([CH3:31])[CH3:32]>>[C:1](=[O:2])([O:3][CH3:4])[c:5]1[c:6]2[c:7]3[c:12]([n:13]([CH2:22][c:21]4[c:20]([F:19])[cH:27][cH:26][cH:25][cH:24]4)[c:14]2[cH:15][cH:16][cH:17]1)[CH2:11][CH2:10][CH2:9][C:8]3=[O:18]. Reactants: Cl, Cl, NC1CN2CCC1CC2, O=C(O)C=Cc1ccco1. Product: O=C(C=Cc1ccco1)NC1CN2CCC1CC2. RXN SMILES: [ClH:1].[ClH:2].[N:3]12[CH2:4][CH:5]([NH2:11])[CH:6]([CH2:7][CH2:8]1)[CH2:9][CH2:10]2.[o:12]1[c:13]([CH:17]=[CH:18][C:19](=[O:20])[OH:21])[cH:14][cH:15][cH:16]1>>[N:3]12[CH2:4][CH:5]([NH:11][C:19]([CH:18]=[CH:17][c:13]3[o:12][cH:16][cH:15][cH:14]3)=[O:20])[CH:6]([CH2:7][CH2:8]1)[CH2:9][CH2:10]2. RXN SMILES: [BH4-:20].[CH3:1][O:2][c:3]1[c:4]([CH2:11][C:12](=[O:13])[c:14]2[cH:15][cH:16][n:17][cH:18][cH:19]2)[cH:5][cH:6][cH:7][c:8]1[O:9][CH3:10].[CH3:24][CH2:25][OH:26].[CH3:27][CH2:28][O:29][CH2:30][CH3:31].[ClH:23].[Na+:21].[OH2:22]>>[CH3:1][O:2][c:3]1[c:4]([CH2:11][CH:12]([OH:13])[c:14]2[cH:15][cH:16][n:17][cH:18][cH:19]2)[cH:5][cH:6][cH:7][c:8]1[O:9][CH3:10].[ClH:23]. The product is COc1cccc(CC(O)c2ccncc2)c1OC, Cl. Starting materials: [BH4-], COc1cccc(CC(=O)c2ccncc2)c1OC, CCO, CCOCC, Cl, [Na+], O.